Dataset: the Open Reaction Database (ORD), a public repository of structured organic reaction records. Task: describe an organic reaction: reactants, conditions, products, and yield Starting materials: S(=O)(Cl)Cl (Thionyl chloride), IC1=C(C(=CC=2CCCCC12)C(=O)O)OC (4-iodo-3-methoxy-5,6,7,8-tetrahydro-2-naphthalenecarboxylic acid), [NH4+].[OH-] (NH4OH). The solvent is C1(=CC=CC=C1)C (toluene), CN(C)C=O (DMF). Run at temperature 0 celsius, time 8 hour. Product: IC1=C(C(=CC=2CCCCC12)C(=O)N)OC (4-Iodo-3-methoxy-5,6,7,8-tetrahydro-2-naphthalenecarboxamide). Reaction SMILES: S(Cl)(Cl)=O.[I:5][C:6]1[C:15]2[CH2:14][CH2:13][CH2:12][CH2:11][C:10]=2[CH:9]=[C:8]([C:16](O)=[O:17])[C:7]=1[O:19][CH3:20].[NH4+:21].[OH-]>C1(C)C=CC=CC=1.CN(C=O)C>[I:5][C:6]1[C:15]2[CH2:14][CH2:13][CH2:12][CH2:11][C:10]=2[CH:9]=[C:8]([C:16]([NH2:21])=[O:17])[C:7]=1[O:19][CH3:20] |f:2.3|. Procedure: Thionyl chloride (1.59 mL, 21.80 mmol) was added dropwise over 5 min to a stirred suspension of 4-iodo-3-methoxy-5,6,7,8-tetrahydro-2-naphthalenecarboxylic acid (2.9 g, 8.73 mmol) in toluene (10 mL) and DMF (0.25 mL) at room temperature. After heating at reflux for 3.5 h, the reaction was cooled to 0° C. and added to cooled (0° C.) 28% NH4OH (25 mL). The mixture was stirred at 0° C. for 10 min and at room temperature overnight. The mixture was filtered and the collected solid was thoroughly wash... The reactants are CO, O=C(O)c1cccc(CC2=C(c3nc(-c4ccccc4)c(-c4ccccc4)o3)C3CCC2C3)c1. The product is O=C(O)c1cccc(CC2C3CCC(C3)C2c2nc(-c3ccccc3)c(-c3ccccc3)o2)c1. As a reaction SMILES: [CH3:35][OH:36].[c:1]1(-[c:7]2[n:8][c:9]([C:18]3=[C:19]([CH2:25][c:26]4[cH:27][c:28]([C:29](=[O:30])[OH:31])[cH:32][cH:33][cH:34]4)[CH:20]4[CH2:21][CH2:22][CH:23]3[CH2:24]4)[o:10][c:11]2-[c:12]2[cH:13][cH:14][cH:15][cH:16][cH:17]2)[cH:2][cH:3][cH:4][cH:5][cH:6]1>>[c:1]1(-[c:7]2[n:8][c:9]([CH:18]3[CH:19]([CH2:25][c:26]4[cH:27][c:28]([C:29](=[O:30])[OH:31])[cH:32][cH:33][cH:34]4)[CH:20]4[CH2:21][CH2:22][CH:23]3[CH2:24]4)[o:10][c:11]2-[c:12]2[cH:13][cH:14][cH:15][cH:16][cH:17]2)[cH:2][cH:3][cH:4][cH:5][cH:6]1. Reactants: C(C)(C)(C)C1=CC(=C(C=N1)C=1N(C(C(N1)(C)C1=CC=C(C=C1)Cl)(C)C1=CC=C(C=C1)Cl)C(=O)Cl)OCC (rac-(4S*,5R*)-2-(6-tert-butyl-4-ethoxy-pyridin-3-yl)-4,5-bis-(4-chloro-phenyl)-4,5-dimethyl-4,5-dihydro-imidazole-1-carbonyl chloride), N1CCC(CC1)N1CCNC(CC1)=O (1-piperidin-4-yl-[1,4]diazepan-5-one). The product is C(C)(C)(C)C1=CC(=C(C=N1)C=1N([C@]([C@](N1)(C)C1=CC=C(C=C1)Cl)(C)C1=CC=C(C=C1)Cl)C(=O)N1CCC(CC1)N1CCNC(CC1)=O)OCC (Rac-1-{1-[(4S*,5R*)-2-(6-tert-Butyl-4-ethoxy-pyridin-3-yl)-4,5-bis-(4-chloro-phenyl)-4,5-dimethyl-4,5-dihydro-imidazole-1-carbonyl]-piperidin-4-yl}-[1,4]diazepan-5-one). Reaction SMILES: [C:1]([C:5]1[N:10]=[CH:9][C:8]([C:11]2[N:12]([C:32](Cl)=[O:33])[C:13]([C:25]3[CH:30]=[CH:29][C:28]([Cl:31])=[CH:27][CH:26]=3)([CH3:24])[C:14]([C:17]3[CH:22]=[CH:21][C:20]([Cl:23])=[CH:19][CH:18]=3)([CH3:16])[N:15]=2)=[C:7]([O:35][CH2:36][CH3:37])[CH:6]=1)([CH3:4])([CH3:3])[CH3:2].[NH:38]1[CH2:43][CH2:42][CH:41]([N:44]2[CH2:50][CH2:49][C:48](=[O:51])[NH:47][CH2:46][CH2:45]2)[CH2:40][CH2:39]1>>[C:1]([C:5]1[N:10]=[CH:9][C:8]([C:11]2[N:12]([C:32]([N:38]3[CH2:39][CH2:40][CH:41]([N:44]4[CH2:50][CH2:49][C:48](=[O:51])[NH:47][CH2:46][CH2:45]4)[CH2:42][CH2:43]3)=[O:33])[C@@:13]([C:25]3[CH:26]=[CH:27][C:28]([Cl:31])=[CH:29][CH:30]=3)([CH3:24])[C@@:14]([C:17]3[CH:18]=[CH:19][C:20]([Cl:23])=[CH:21][CH:22]=3)([CH3:16])[N:15]=2)=[C:7]([O:35][CH2:36][CH3:37])[CH:6]=1)([CH3:2])([CH3:3])[CH3:4]. Procedure: In a manner analogous to the method described in examples 8, rac-(4S*,5R*)-2-(6-tert-butyl-4-ethoxy-pyridin-3-yl)-4,5-bis-(4-chloro-phenyl)-4,5-dimethyl-4,5-dihydro-imidazole-1-carbonyl chloride was coupled with 1-piperidin-4-yl-[1,4]diazepan-5-one (ChemBridge) to give the title compound. HR-MS (ES, m/z) calculated for C39H49Cl2N6O3 [(M+H)+] 719.3238, observed 719.3243. The solvent is C(Cl)Cl (methylene chloride), C(Cl)Cl (methylene chloride). RXN SMILES: [C:1](Cl)(=O)[C:2](Cl)=O.CS(C)=O.[NH:11]1[C:15]2[CH:16]=[CH:17][CH:18]=[C:19]([CH2:20][CH2:21][CH2:22][OH:23])[C:14]=2[N:13]=[CH:12]1.O>C(Cl)Cl>[CH2:15]([N:11]([CH2:12][CH2:1][CH3:2])[CH:20]([C:19]1[C:14]2[N:13]=[CH:12][NH:11][C:15]=2[CH:16]=[CH:17][CH:18]=1)[CH2:21][CH:22]=[O:23])[CH2:14][CH3:19]. Procedure: Oxalyl chloride (1.2 mL, 0.014 mol) was added with stirring to methylene chloride (20 mL) at -78° C. Ten minutes after addition was complete, DMSO (2 mL) was added and stirring was continued for an additional 10 minutes. β-Dipropylamino)-1H-benzimidazole-4-propanol (2.1 g, 7.5 mmol) in methylene chloride was added and, after 30 minutes, the solution was allowed to warm to room temperature. Water was added, the methylene chloride was separated and evaporated, and the residue was chromatographed o... Starting materials: C(C(=O)Cl)(=O)Cl (Oxalyl chloride), O (Water), CS(=O)C (DMSO), N1C=NC2=C1C=CC=C2CCCO (1H-benzimidazole-4-propanol). Run at time 10 minute. Product: C(CC)N(C(CC=O)C1=CC=CC=2NC=NC21)CCC (β-(dipropylamino)-1H-benzimidazole-4-propanal). Starting materials: [Al+3], CC(C)OC(C)C, [Cl-], [Cl-], [Cl-], O=C(Cl)CCl, ClCCl, Cl, COC(=O)CCc1ccccc1. The product is COC(=O)CCc1ccc(C(=O)CCl)cc1. Reaction SMILES: [Al+3:19].[CH:23]([O:24][CH:25]([CH3:26])[CH3:27])([CH3:28])[CH3:29].[Cl-:18].[Cl-:20].[Cl-:21].[Cl:13][CH2:14][C:15](=[O:16])[Cl:17].[Cl:30][CH2:31][Cl:32].[ClH:22].[c:1]1([CH2:7][CH2:8][C:9](=[O:10])[O:11][CH3:12])[cH:2][cH:3][cH:4][cH:5][cH:6]1>>[c:1]1([CH2:7][CH2:8][C:9](=[O:10])[O:11][CH3:12])[cH:2][cH:3][c:4]([C:15]([CH2:14][Cl:13])=[O:16])[cH:5][cH:6]1. Starting materials: CCC(=O)O, CN(C)c1ccncc1, C(=NC1CCCCC1)=NC1CCCCC1, ClCCl, OC1C#CCCCCC#CC1=Cc1cccc2ccccc12. The product is CCC(=O)OC1C#CCCCCC#CC1=Cc1cccc2ccccc12. Reaction SMILES: [CH3:38][CH2:39][C:40]([OH:41])=[O:42].[CH3:43][N:44]([c:45]1[cH:46][cH:47][n:48][cH:49][cH:50]1)[CH3:51].[CH:23]1([N:24]=[C:25]=[N:26][CH:27]2[CH2:28][CH2:29][CH2:30][CH2:31][CH2:32]2)[CH2:33][CH2:34][CH2:35][CH2:36][CH2:37]1.[Cl:52][CH2:53][Cl:54].[c:1]1([CH:11]=[C:12]2[CH:13]([OH:22])[C:14]#[C:15][CH2:16][CH2:17][CH2:18][CH2:19][C:20]#[C:21]2)[cH:2][cH:3][cH:4][c:5]2[cH:6][cH:7][cH:8][cH:9][c:10]12>>[c:1]1([CH:11]=[C:12]2[CH:13]([O:22][C:40]([CH2:39][CH3:38])=[O:41])[C:14]#[C:15][CH2:16][CH2:17][CH2:18][CH2:19][C:20]#[C:21]2)[cH:2][cH:3][cH:4][c:5]2[cH:6][cH:7][cH:8][cH:9][c:10]12.